This data is from the Open Reaction Database (ORD), a public repository of structured organic reaction records. The task is: describe an organic reaction: reactants, conditions, products, and yield Starting materials: ClC1=NC2=C(N1)C=CC(=C2)Cl (2,5-dichloro-1H-benzoimidazole), C1(=CC=CC=C1)NCCN (N-phenyl ethylenediamine), C(C)(C)N(C(C)C)CC (N,N-diisopropylethyl amine). Reaction conditions: temperature 110 celsius. Yields the product ClC=1C=CC2=C(NC(=N2)NCCNC2=CC=CC=C2)C1 (N1-(6-chloro-1H-benzo[d]imidazol-2-yl)-N2-phenylethane-1,2-diamine). The yield is 62.6%. Reaction SMILES: Cl[C:2]1[NH:6][C:5]2[CH:7]=[CH:8][C:9]([Cl:11])=[CH:10][C:4]=2[N:3]=1.[C:12]1([NH:18][CH2:19][CH2:20][NH2:21])[CH:17]=[CH:16][CH:15]=[CH:14][CH:13]=1.C(N(CC)C(C)C)(C)C>>[Cl:11][C:9]1[CH:8]=[CH:7][C:5]2[N:6]=[C:2]([NH:21][CH2:20][CH2:19][NH:18][C:12]3[CH:17]=[CH:16][CH:15]=[CH:14][CH:13]=3)[NH:3][C:4]=2[CH:10]=1. Reported procedure: A neat mixture of 2,5-dichloro-1H-benzoimidazole (150 mg, 0602 mmol), N-phenyl ethylenediamine (110 mg, 0.808 mmol, 1 eq) and N,N-diisopropylethyl amine (210 mL, 1.21 mmol, 1.5 eq.) in sealed tube was heated overnight at 110° C. The mixture was directly loaded onto a silica gel column and eluted with 5% methanol in dichloromethane to provide 144 mg of N1-(6-chloro-1H-benzo[d]imidazol-2-yl)-N2-phenylethane-1,2-diamine. Reactants: CC1=C(C=CC(=C1)C)N=C=O (2,4-dimethylphenylisocyanate), C(C1=CC=CC=C1)NCC1=CC=CC=C1 (dibenzylamine). The solvent is CCCCCC (hexane), CCCCCC (hexane). Yields the product C(C1=CC=CC=C1)N(C(=O)NC1=C(C=C(C=C1)C)C)CC1=CC=CC=C1 (1,1-dibenzyl-3-(2,4-dimethylphenyl)urea). As a reaction SMILES: [CH3:1][C:2]1[CH:7]=[C:6]([CH3:8])[CH:5]=[CH:4][C:3]=1[N:9]=[C:10]=[O:11].[CH2:12]([NH:19][CH2:20][C:21]1[CH:26]=[CH:25][CH:24]=[CH:23][CH:22]=1)[C:13]1[CH:18]=[CH:17][CH:16]=[CH:15][CH:14]=1>CCCCCC>[CH2:20]([N:19]([CH2:12][C:13]1[CH:18]=[CH:17][CH:16]=[CH:15][CH:14]=1)[C:10]([NH:9][C:3]1[CH:4]=[CH:5][C:6]([CH3:8])=[CH:7][C:2]=1[CH3:1])=[O:11])[C:21]1[CH:26]=[CH:25][CH:24]=[CH:23][CH:22]=1. Reported procedure: A solution of 4.89 g. of 2,4-dimethylphenylisocyanate in 100 ml. of hexane is added to a solution of 5.32 g. of dibenzylamine in 150 ml. of hexane and the solution is stirred at room temperature for 2 hours and then evaporated. The residual solid is recrystallized from pentane to yield 1,1-dibenzyl-3-(2,4-dimethylphenyl)urea, m.p. 124°-126° C.